This data is from the Open Reaction Database (ORD), a public repository of structured organic reaction records. The task is: describe an organic reaction: reactants, conditions, products, and yield Reactants: Cl.N1(CCCC1)C1CCN(CC1)CC(=O)O (2-(4-(pyrrolidin-1-yl)piperidin-1-yl)acetic acid hydrochloride), N[C@H](C(=O)NC1=CC=C(C=C1)OC1=CC=C(C=C1)F)COCC1=CC=CC=C1 ((S)-2-amino-3-(benzyloxy)-N-(4-(4-fluorophenoxy)phenyl)propanamide). The product is Compound 43, C(C1=CC=CC=C1)OC[C@@H](C(=O)NC1=CC=C(C=C1)OC1=CC=C(C=C1)F)NC(CN1CCC(CC1)N1CCCC1)=O ((S)-3-(benzyloxy)-N-(4-(4-fluorophenoxy)phenyl)-2-(2-(4-(pyrrolidin-1-yl)piperidin-1-yl)acetamido)propanamide). The yield is 48.1%. RXN SMILES: Cl.[N:2]1([CH:7]2[CH2:12][CH2:11][N:10]([CH2:13][C:14]([OH:16])=O)[CH2:9][CH2:8]2)[CH2:6][CH2:5][CH2:4][CH2:3]1.[NH2:17][C@@H:18]([CH2:36][O:37][CH2:38][C:39]1[CH:44]=[CH:43][CH:42]=[CH:41][CH:40]=1)[C:19]([NH:21][C:22]1[CH:27]=[CH:26][C:25]([O:28][C:29]2[CH:34]=[CH:33][C:32]([F:35])=[CH:31][CH:30]=2)=[CH:24][CH:23]=1)=[O:20]>>[CH2:38]([O:37][CH2:36][C@H:18]([NH:17][C:14](=[O:16])[CH2:13][N:10]1[CH2:9][CH2:8][CH:7]([N:2]2[CH2:3][CH2:4][CH2:5][CH2:6]2)[CH2:12][CH2:11]1)[C:19]([NH:21][C:22]1[CH:27]=[CH:26][C:25]([O:28][C:29]2[CH:34]=[CH:33][C:32]([F:35])=[CH:31][CH:30]=2)=[CH:24][CH:23]=1)=[O:20])[C:39]1[CH:44]=[CH:43][CH:42]=[CH:41][CH:40]=1 |f:0.1|. Procedure details: Proceeding as in Example 1, but substituting 2-(4-(pyrrolidin-1-yl)piperidin-1-yl)acetic acid hydrochloride and (S)-2-amino-3-(benzyloxy)-N-(4-(4-fluorophenoxy)phenyl)propanamide, gave Compound 43, (S)-3-(benzyloxy)-N-(4-(4-fluorophenoxy)phenyl)-2-(2-(4-(pyrrolidin-1-yl)piperidin-1-yl)acetamido)propanamide (22.1 mg, 48.1%). 1H-NMR (400 MHz, DMSO-D6): σ 10.22 (s, 1H), 7.96 (d, 1H), 7.59 (d, 2H), 7.30 (m, 5H), 7.21 (m, 2H), 7.01 (m, 4H), 4.68 (m, 1H), 4.52 (s, 2H), 3.75 (m, 2H), 3.25 (m, 2H), 2.95... The reactants are CN(C)P(=O)(N(C)C)N(C)C, OCC(O)CCl, [Na+], O=C(O)c1ccc(NCCCOc2ccccc2)cc1, [OH-], O. The product is O=C(OCC(O)CO)c1ccc(NCCCOc2ccccc2)cc1. Reaction SMILES: [CH3:21][N:22]([P:23]([N:24]([CH3:25])[CH3:26])([N:27]([CH3:28])[CH3:29])=[O:30])[CH3:31].[Cl:34][CH2:35][CH:36]([CH2:37][OH:38])[OH:39].[Na+:33].[O:1]([c:2]1[cH:3][cH:4][cH:5][cH:6][cH:7]1)[CH2:8][CH2:9][CH2:10][NH:11][c:12]1[cH:13][cH:14][c:15]([C:16](=[O:17])[OH:18])[cH:19][cH:20]1.[OH-:32].[OH2:40]>>[O:1]([c:2]1[cH:3][cH:4][cH:5][cH:6][cH:7]1)[CH2:8][CH2:9][CH2:10][NH:11][c:12]1[cH:13][cH:14][c:15]([C:16](=[O:17])[O:18][CH2:35][CH:36]([CH2:37][OH:38])[OH:39])[cH:19][cH:20]1. The reactants are CC1=C(C=NC=C1)N1C(NCC1)=O (1-(4-methyl-pyridin-3-yl)-imidazolidin-2-one), BrC1=CC(=C(C=C1)F)C (4-bromo-1-fluoro-2-methyl-benzene), N[C@H]1[C@@H](CCCC1)N (trans-1,2-diamino cyclohexane), P(=O)([O-])([O-])[O-].[K+].[K+].[K+] (potassium phosphate). Reagents/catalysts: [Cu](I)I (copper iodide). Solvent: O1CCOCC1 (1,4-dioxane). Product: FC1=C(C=C(C=C1)N1C(N(CC1)C=1C=NC=CC1C)=O)C (1-(4-Fluoro-3-methyl-phenyl)-3-(4-methyl-pyridin-3-yl)-imidazolidin-2-one). Isolated yield 12.8%. As a reaction SMILES: [CH3:1][C:2]1[CH:7]=[CH:6][N:5]=[CH:4][C:3]=1[N:8]1[CH2:12][CH2:11][NH:10][C:9]1=[O:13].Br[C:15]1[CH:20]=[CH:19][C:18]([F:21])=[C:17]([CH3:22])[CH:16]=1.N[C@@H]1CCCC[C@H]1N.P([O-])([O-])([O-])=O.[K+].[K+].[K+]>[Cu](I)I.O1CCOCC1>[F:21][C:18]1[CH:19]=[CH:20][C:15]([N:10]2[CH2:11][CH2:12][N:8]([C:3]3[CH:4]=[N:5][CH:6]=[CH:7][C:2]=3[CH3:1])[C:9]2=[O:13])=[CH:16][C:17]=1[CH3:22] |f:3.4.5.6|. Reported procedure: Using the same reaction conditions as in Example 14, 1-(4-methyl-pyridin-3-yl)-imidazolidin-2-one (I-14b: 160 mg, 0.9039 mmol) was reacted with 4-bromo-1-fluoro-2-methyl-benzene (0.135 mL, 0.7142 mmol), 1,4-dioxane (15 mL), copper iodide (0.005 g, 0.0263 mmol), trans-1,2-diamino cyclohexane (0.015 g, 0.1315 mmol) and potassium phosphate (0.575 g, 2.7094 mmol) to afford the crude product. Purification by column chromatography on silica gel (1% MeOH in chloroform) afforded 26 mg of the product (30... Solvent: O (water). RXN SMILES: [N:1]1([C:6]2[CH:22]=[CH:21][C:9]([CH2:10][CH:11]3[C:16](=[O:17])[O:15]C(C)(C)[O:13][C:12]3=[O:20])=[CH:8][CH:7]=2)[CH:5]=[CH:4][CH:3]=[N:2]1.[OH-].[Na+]>O>[N:1]1([C:6]2[CH:7]=[CH:8][C:9]([CH2:10][CH:11]([C:12]([OH:20])=[O:13])[C:16]([OH:17])=[O:15])=[CH:21][CH:22]=2)[CH:5]=[CH:4][CH:3]=[N:2]1 |f:1.2|. Run at time 1.5 hour. The reactants are N1(N=CC=C1)C1=CC=C(CC2C(OC(OC2=O)(C)C)=O)C=C1 (5-(4-(1H-pyrazol-1-yl)benzyl)-2,2-dimethyl-1,3-dioxane-4,6-dione), Intermediate 3, [OH-].[Na+] (NaOH). Reported procedure: A mixture of 5-(4-(1H-pyrazol-1-yl)benzyl)-2,2-dimethyl-1,3-dioxane-4,6-dione (41.4 g, 137 mmol, Intermediate 3: step a) and 3 M aqueous NaOH solution (300 mL, 900 mmol) was heated for 48 hours at 110° C. The mixture was cooled to room temperature, diluted with water (200 mL) and extracted with EtOAc (1×100 mL) and then acidified to pH 1 with concentrated aqueous HCl at 0° C. The resulting mixture was stirred at 0° C. for 1.5 hours, filtered and the filter cake was washed with water. The solids ... Yields the product N1(N=CC=C1)C1=CC=C(CC(C(=O)O)C(=O)O)C=C1 (2-(4-(1H-Pyrazol-1-yl)benzyl)malonic acid). The reactants are C=1(C(C(C=CC1)=O)=O)C (toluquinone), resultant mixture, O (water), ceric ammonium nitrate, CC(=C)C(=C)C (2,3-dimethyl-1,3-butadiene), resultant mixture. Solvent: C1(=CC=CC=C1)C (toluene), C(C)(=O)O (acetic acid). Yields the product crude product, CC=1C(C=2CC(=C(CC2C(C1)=O)C)C)=O (5,8-dihydro-2,6,7-trimethyl-1,4-naphthoquinone). Isolated yield 91.0%. As a reaction SMILES: [C:1]1([CH3:9])[C:2](=O)[C:3](=[O:7])[CH:4]=[CH:5][CH:6]=1.[CH3:10][C:11]([C:13]([CH3:15])=[CH2:14])=[CH2:12].[OH2:16]>C1(C)C=CC=CC=1.C(O)(=O)C>[CH3:9][C:1]1[C:6](=[O:16])[C:5]2[CH2:12][C:11]([CH3:10])=[C:13]([CH3:15])[CH2:14][C:4]=2[C:3](=[O:7])[CH:2]=1. Procedure: In toluene (30 ml) and acetic acid (10 ml), were dissolved 6.0 g (0.049 mol) of toluquinone, to which 10.0 g (0.12 mol) of 2,3-dimethyl-1,3-butadiene were added at -10° C. under stirring. Thereafter, the resultant mixture was gradually heated and stirred further for 3 hours at 40° C. The liquid reaction mixture was washed with water, and an organic layer was dried and concentrated under reduced pressure. Concentrated hydrochloric acid (1 ml) and ethanol (40 ml) were added to the residue, and the... Starting materials: N1C=NC(=C1)C1=NC=CC(=C1)C(=O)N (2-(1H-imidazol-4-yl)pyridine-4-carboxamide), C1(CC1)CBr (cyclopropylmethyl bromide). Product: C1(CC1)CN1C=NC(=C1)C1=NC=CC(=C1)C(=O)N (2-[1-(cyclopropylmethyl)imidazol-4-yl]pyridine-4-carboxamide). Yield: 60.0%. RXN SMILES: [NH:1]1[CH:5]=[C:4]([C:6]2[CH:11]=[C:10]([C:12]([NH2:14])=[O:13])[CH:9]=[CH:8][N:7]=2)[N:3]=[CH:2]1.[CH:15]1([CH2:18]Br)[CH2:17][CH2:16]1>>[CH:15]1([CH2:18][N:1]2[CH:5]=[C:4]([C:6]3[CH:11]=[C:10]([C:12]([NH2:14])=[O:13])[CH:9]=[CH:8][N:7]=3)[N:3]=[CH:2]2)[CH2:17][CH2:16]1. Procedure details: The title compound was prepared in 60% yield from 2-(1H-imidazol-4-yl)pyridine-4-carboxamide (PREPARATION 7) and cyclopropylmethyl bromide according to the procedure for the preparation of Example 124, part A. [M+H] Calc'd for C13H14N4O, 327. Found, 327.